From a dataset of the Open Reaction Database (ORD), a public repository of structured organic reaction records. describe an organic reaction: reactants, conditions, products, and yield The reactants are C(CCC)OC(=O)C=1NC(C2=CC(=CC=C2C1O)I)=O (4-hydroxy-7-iodo-1-oxo-1,2-dihydro-isoquinoline-3-carboxylic acid butyl ester), O=P(Cl)(Cl)Cl (POCl3). The product is C(CCC)OC(=O)C=1N=C(C2=CC(=CC=C2C1O)I)Cl (1-Chloro-4-hydroxy-7-iodo-isoquinoline-3-carboxylic acid butyl ester). As a reaction SMILES: [CH2:1]([O:5][C:6]([C:8]1[NH:9][C:10](=O)[C:11]2[C:16]([C:17]=1[OH:18])=[CH:15][CH:14]=[C:13]([I:19])[CH:12]=2)=[O:7])[CH2:2][CH2:3][CH3:4].O=P(Cl)(Cl)[Cl:23]>>[CH2:1]([O:5][C:6]([C:8]1[N:9]=[C:10]([Cl:23])[C:11]2[C:16]([C:17]=1[OH:18])=[CH:15][CH:14]=[C:13]([I:19])[CH:12]=2)=[O:7])[CH2:2][CH2:3][CH3:4]. Procedure details: 0.215 g of 4-hydroxy-7-iodo-1-oxo-1,2-dihydro-isoquinoline-3-carboxylic acid butyl ester were added to 5 ml of POCl3 at room temperature. The mixture was refluxed for 3 h and POCl3 was removed under vacuum. The residue was dissolved in ethyl acetate and the solution was washed with satd. aqueous sodium bicarbonate, dried (MgSO4), filtered, and concentrated to give 0.205 g of a while solid: Proton NMR (200 MHz, chloroform-d) δ 11.91 (s, 1H), 8.67 (m, 1H), 8.10 (m, 2H), 4.49 (t, J=7 Hz, 2H), 1.95-... The reactants are CC1=C(N)C=CC(=C1)C (2,4-dimethylaniline), BrBr (bromine). Solvent: C(C)(=O)O (acetic acid). Run at time 20 minute. The product is BrC1=C(N)C(=CC(=C1)C)C (2-Bromo-4,6-dimethylaniline). Reaction SMILES: [CH3:1][C:2]1[CH:8]=[C:7]([CH3:9])[CH:6]=[CH:5][C:3]=1[NH2:4].[Br:10]Br>C(O)(=O)C>[Br:10][C:5]1[CH:6]=[C:7]([CH3:9])[CH:8]=[C:2]([CH3:1])[C:3]=1[NH2:4]. Procedure: To a solution of 50.0 g (0.413 mol) of 2,4-dimethylaniline in 1500 cm3 of glacial acetic acid, 21.2 ml (65.6 g, 0.410 mol) of bromine was added dropwise with vigorous stirring over ca. 20 minutes. This mixture was stirred for 2 hours at 40° C. The precipitate that formed was filtered off, washed with 50 ml of acetic acid, and dried in air. The resulting white solid was added to a solution of 100 g of potassium hydroxide in 400 ml of water. This mixture was stirred for 30 minutes. The crude produ... The reactants are O=C(Cl)c1ccccc1, ClCCl, COC(=O)C(N)P(=O)(OC)OC. Yields the product COC(=O)C(NC(=O)c1ccccc1)P(=O)(OC)OC. Reaction SMILES: [C:13]([c:14]1[cH:15][cH:16][cH:17][cH:18][cH:19]1)(=[O:20])[Cl:21].[Cl:22][CH2:23][Cl:24].[NH2:1][CH:2]([C:3](=[O:4])[O:5][CH3:6])[P:7](=[O:8])([O:9][CH3:10])[O:11][CH3:12]>>[NH:1]([CH:2]([C:3](=[O:4])[O:5][CH3:6])[P:7](=[O:8])([O:9][CH3:10])[O:11][CH3:12])[C:13]([c:14]1[cH:15][cH:16][cH:17][cH:18][cH:19]1)=[O:20]. Reactants: CC(C)(C)OC(=O)N1CCN(CCOc2cccc3c2c2ccccc2n3Cc2ccccc2)CC1, ClCCl, O=C(O)C(F)(F)F. Yields the product c1ccc(Cn2c3ccccc3c3c(OCCN4CCNCC4)cccc32)cc1. RXN SMILES: [CH2:1]([c:2]1[cH:3][cH:4][cH:5][cH:6][cH:7]1)[n:8]1[c:9]2[cH:10][cH:11][cH:12][cH:13][c:14]2[c:15]2[c:16]([O:21][CH2:22][CH2:23][N:24]3[CH2:25][CH2:26][N:27]([C:30]([O:31][C:32]([CH3:33])([CH3:34])[CH3:35])=[O:36])[CH2:28][CH2:29]3)[cH:17][cH:18][cH:19][c:20]12.[Cl:44][CH2:45][Cl:46].[OH:37][C:38]([C:39]([F:40])([F:41])[F:42])=[O:43]>>[CH2:1]([c:2]1[cH:3][cH:4][cH:5][cH:6][cH:7]1)[n:8]1[c:9]2[cH:10][cH:11][cH:12][cH:13][c:14]2[c:15]2[c:16]([O:21][CH2:22][CH2:23][N:24]3[CH2:25][CH2:26][NH:27][CH2:28][CH2:29]3)[cH:17][cH:18][cH:19][c:20]12.